This data is from the Open Reaction Database (ORD), a public repository of structured organic reaction records. The task is: describe an organic reaction: reactants, conditions, products, and yield The reactants are C(C)OC(CSC1=CN=C(S1)N)=O ((2-amino-thiazol-5-ylsulfanyl)-acetic acid ethyl ester), C(=O)(C=1NC=CN1)C=1NC=CN1 (carbonyl diimidazole), C1(CCCCC1)N[C@@H]1CC[C@H](CC1)COC (Cyclohexyl-(trans-4-methoxymethyl-cyclohexyl)-amine). The reagents and catalysts are CN(C1=CC=NC=C1)C (4-dimethylaminopyridine). Run in ClCCl (dichloromethane), O1CCCC1 (tetrahydrofuran). Reaction conditions: time 5 hour. Yields the product C(C)OC(CSC1=CN=C(S1)NC(=O)N([C@@H]1CC[C@H](CC1)COC)C1CCCCC1)=O ({2-[3-cyclohexyl-3-(trans-4-methoxymethyl-cyclohexyl)-ureido]-thiazol-5-ylsulfanyl}-acetic acid ethyl ester). As a reaction SMILES: [CH2:1]([O:3][C:4](=[O:13])[CH2:5][S:6][C:7]1[S:11][C:10]([NH2:12])=[N:9][CH:8]=1)[CH3:2].[C:14](C1NC=CN=1)(C1NC=CN=1)=[O:15].[CH:26]1([NH:32][C@H:33]2[CH2:38][CH2:37][C@H:36]([CH2:39][O:40][CH3:41])[CH2:35][CH2:34]2)[CH2:31][CH2:30][CH2:29][CH2:28][CH2:27]1>CN(C)C1C=CN=CC=1.ClCCl.O1CCCC1>[CH2:1]([O:3][C:4](=[O:13])[CH2:5][S:6][C:7]1[S:11][C:10]([NH:12][C:14]([N:32]([CH:26]2[CH2:27][CH2:28][CH2:29][CH2:30][CH2:31]2)[C@H:33]2[CH2:38][CH2:37][C@H:36]([CH2:39][O:40][CH3:41])[CH2:35][CH2:34]2)=[O:15])=[N:9][CH:8]=1)[CH3:2]. Procedure: A mixture of (2-amino-thiazol-5-ylsulfanyl)-acetic acid ethyl ester, carbonyl diimidazole (0.34 g) and 4-dimethylaminopyridine (12 mg) in dichloromethane (10 mL) and tetrahydrofuran (10 mL) was stirred at room temperature for 5 h. Cyclohexyl-(trans-4-methoxymethyl-cyclohexyl)-amine was added and the reaction stirred overnight at room temperature. Purification by flash chromatography gave {2-[3-cyclohexyl-3-(trans-4-methoxymethyl-cyclohexyl)-ureido]-thiazol-5-ylsulfanyl}-acetic acid ethyl ester. Starting materials: [BH3-]C#N, C=O, CC(=O)O, CC#N, Cl, [Na+], OC1CNCC(c2ccc(C(F)(F)F)cc2)C1. Yields the product Cl, CN1CC(O)CC(c2ccc(C(F)(F)F)cc2)C1. Reaction SMILES: [C:18]([BH3-:19])#[N:20].[CH2:30]=[O:31].[CH3:22][C:23](=[O:24])[OH:25].[CH3:27][C:28]#[N:29].[ClH:26].[Na+:21].[OH:1][CH:2]1[CH2:3][NH:4][CH2:5][CH:6]([c:8]2[cH:9][cH:10][c:11]([C:14]([F:15])([F:16])[F:17])[cH:12][cH:13]2)[CH2:7]1>>[ClH:26].[OH:1][CH:2]1[CH2:3][N:4]([CH3:18])[CH2:5][CH:6]([c:8]2[cH:9][cH:10][c:11]([C:14]([F:15])([F:16])[F:17])[cH:12][cH:13]2)[CH2:7]1. The reactants are FC(S(=O)(=O)OS(=O)(=O)C(F)(F)F)(F)F (trifluoromethanesulfonic anhydride), C1[C@H](O1)CO ((R)-glycidol), CCCCCC (hexane), N1=CC=CC=C1 (pyridine). Run in C(Cl)Cl (CH2Cl2), C(Cl)Cl (CH2Cl2), C(Cl)Cl (CH2Cl2). Conditions: time 5 minute. Product: O(S(=O)(=O)C(F)(F)F)C[C@@H]1CO1 ((S)-3-trifloxy-1,2-epoxypropane). The yield is 40.0%. RXN SMILES: N1C=CC=CC=1.[F:7][C:8]([F:21])([F:20])[S:9]([O:12]S(C(F)(F)F)(=O)=O)(=[O:11])=[O:10].[CH2:22]1[O:24][C@@H:23]1[CH2:25]O.CCCCCC>C(Cl)Cl>[O:12]([CH2:25][C@H:23]1[O:24][CH2:22]1)[S:9]([C:8]([F:21])([F:20])[F:7])(=[O:10])=[O:11]. Procedure: To pyridine (10.3 g, 0.13 m) in CH2Cl2 (300 ml) cooled to -23° in a dry ice/CCl4 bath was added trifluoromethanesulfonic anhydride (36.7 g, 0.13 m) in CH2Cl2 (100 ml) dropwise over 1/2 hour. While still cooling this mixture at -23°, (R)-glycidol (8.6 g, 0.116 m) in CH2Cl2 (100 ml) was added dropwise over 1/2 hour. After stirring for 5 minutes with cooling and 15 minutes without, an equal volume of hexane was added and the solids were filtered. Concentration of the solution at 30°/25 torr. left a... As a reaction SMILES: [C:1]([O:2][C:3](=[O:4])[N:8]1[CH2:9][CH2:10][N:11]([c:14]2[cH:15][cH:16][c:17]([NH:20][C:21](=[O:22])[c:23]3[c:24](-[c:30]4[cH:31][cH:32][c:33]([CH:36]([CH3:37])[CH3:38])[cH:34][cH:35]4)[cH:25][c:26]([CH3:29])[cH:27][cH:28]3)[cH:18][cH:19]2)[CH2:12][CH2:13]1)([CH3:5])([CH3:6])[CH3:7].[Cl:46][CH2:47][Cl:48].[OH:39][C:40]([C:41]([F:42])([F:43])[F:44])=[O:45]>>[NH:8]1[CH2:9][CH2:10][N:11]([c:14]2[cH:15][cH:16][c:17]([NH:20][C:21](=[O:22])[c:23]3[c:24](-[c:30]4[cH:31][cH:32][c:33]([CH:36]([CH3:37])[CH3:38])[cH:34][cH:35]4)[cH:25][c:26]([CH3:29])[cH:27][cH:28]3)[cH:18][cH:19]2)[CH2:12][CH2:13]1. The product is Cc1ccc(C(=O)Nc2ccc(N3CCNCC3)cc2)c(-c2ccc(C(C)C)cc2)c1. Reactants: Cc1ccc(C(=O)Nc2ccc(N3CCN(C(=O)OC(C)(C)C)CC3)cc2)c(-c2ccc(C(C)C)cc2)c1, ClCCl, O=C(O)C(F)(F)F. The reactants are O=C(Cl)C1CC1, CN1CCC(c2c[nH]c3ccc(N)nc23)CC1, O, c1ccncc1. The product is CN1CCC(c2c[nH]c3ccc(NC(=O)C4CC4)nc23)CC1. RXN SMILES: [CH:18]1([C:21](=[O:22])[Cl:23])[CH2:19][CH2:20]1.[NH2:1][c:2]1[cH:3][cH:4][c:5]2[c:6]([n:7]1)[c:8]([CH:11]1[CH2:12][CH2:13][N:14]([CH3:17])[CH2:15][CH2:16]1)[cH:9][nH:10]2.[OH2:24].[cH:25]1[cH:26][cH:27][n:28][cH:29][cH:30]1>>[NH:1]([c:2]1[cH:3][cH:4][c:5]2[c:6]([n:7]1)[c:8]([CH:11]1[CH2:12][CH2:13][N:14]([CH3:17])[CH2:15][CH2:16]1)[cH:9][nH:10]2)[C:21]([CH:18]1[CH2:19][CH2:20]1)=[O:22]. Reactants: [BH3-]C#N, CNCCO, COCCOC, CC(=O)O, COC(OC)OC, O=Cc1ccccc1, NC(=O)Nc1sc(-c2ccc(C=O)cc2)cc1C(N)=O. As a reaction SMILES: [C:33]([BH3-:34])#[N:35].[CH3:21][NH:22][CH2:23][CH2:24][OH:25].[CH3:44][O:45][CH2:46][CH2:47][O:48][CH3:49].[CH3:50][C:51](=[O:52])[OH:53].[CH:26]([O:27][CH3:28])([O:29][CH3:30])[O:31][CH3:32].[CH:36]([c:37]1[cH:38][cH:39][cH:40][cH:41][cH:42]1)=[O:43].[NH2:1][C:2](=[O:3])[NH:4][c:5]1[s:6][c:7](-[c:13]2[cH:14][cH:15][c:16]([CH:19]=[O:20])[cH:17][cH:18]2)[cH:8][c:9]1[C:10](=[O:11])[NH2:12]>>[NH2:1][C:2](=[O:3])[NH:4][c:5]1[s:6][c:7](-[c:13]2[cH:14][cH:15][c:16]([CH2:19][N:22]([CH3:21])[CH2:23][CH2:24][OH:25])[cH:17][cH:18]2)[cH:8][c:9]1[C:10](=[O:11])[NH2:12]. Yields the product CN(CCO)Cc1ccc(-c2cc(C(N)=O)c(NC(N)=O)s2)cc1. RXN SMILES: [BrH:22].[C:1](=[O:2])([OH:3])[c:4]1[s:5][cH:6][c:7]2[c:8]1[CH2:9][N:10]([S:12]([c:13]1[cH:14][cH:15][c:16]([CH3:17])[cH:18][cH:19]1)(=[O:20])=[O:21])[CH2:11]2.[CH3:23][C:24](=[O:25])[OH:26]>>[BrH:22].[C:1](=[O:2])([OH:3])[c:4]1[s:5][cH:6][c:7]2[c:8]1[CH2:9][NH:10][CH2:11]2. Yields the product Br, O=C(O)c1scc2c1CNC2. The reactants are Br, Cc1ccc(S(=O)(=O)N2Cc3csc(C(=O)O)c3C2)cc1, CC(=O)O. The reactants are NC1=C(C=CC=C1)B(O)O (2-aminophenylboronic acid), C(C=C)(=O)Cl (acryloyl chloride). Yields the product C(C=C)(=O)NC1=C(C=CC=C1)B(O)O (2-Acrylamido-phenylboronic acid). RXN SMILES: [NH2:1][C:2]1[CH:7]=[CH:6][CH:5]=[CH:4][C:3]=1[B:8]([OH:10])[OH:9].[C:11](Cl)(=[O:14])[CH:12]=[CH2:13]>>[C:11]([NH:1][C:2]1[CH:7]=[CH:6][CH:5]=[CH:4][C:3]=1[B:8]([OH:10])[OH:9])(=[O:14])[CH:12]=[CH2:13]. Procedure details: 2-Acrylamido-phenylboronic acid (“2-APB”) was synthesized by reacting 2-aminophenylboronic acid with an excess of acryloyl chloride in an aqueous alkaline solution. The product was extracted in acetone and dried using a rotary evaporator. The structure of 2-APB was confirmed using NMR. The purity was shown to be greater than 90%.